From a dataset of the Open Reaction Database (ORD), a public repository of structured organic reaction records. describe an organic reaction: reactants, conditions, products, and yield The reactants are COC1CCNCC1, CO, O=C(O)C1CCN(c2ccc(Cl)cc2)C1=O. The product is C=C1CCN(c2ccc(Cl)cc2)C1=O. RXN SMILES: [CH3:17][O:18][CH:19]1[CH2:20][CH2:21][NH:22][CH2:23][CH2:24]1.[CH3:25][OH:26].[Cl:1][c:2]1[cH:3][cH:4][c:5]([N:8]2[C:9](=[O:16])[CH:10]([C:13]([OH:14])=[O:15])[CH2:11][CH2:12]2)[cH:6][cH:7]1>>[Cl:1][c:2]1[cH:3][cH:4][c:5]([N:8]2[C:9](=[O:16])[C:10](=[CH2:13])[CH2:11][CH2:12]2)[cH:6][cH:7]1. Reaction SMILES: [CH2:1]([O:8][CH2:9][C@H:10]([O:15][CH2:16][CH:17]=O)[CH2:11][CH:12]=[CH:13][CH3:14])[C:2]1[CH:7]=[CH:6][CH:5]=[CH:4][CH:3]=1.C([O-])(=O)C.[Na+].Cl.[NH2:25][OH:26]>C(O)C>[CH2:1]([O:8][CH2:9][C@H:10]([O:15][CH2:16][CH:17]=[N:25][OH:26])[CH2:11][CH:12]=[CH:13][CH3:14])[C:2]1[CH:7]=[CH:6][CH:5]=[CH:4][CH:3]=1 |f:1.2,3.4|. Solvent: C(C)O (ethanol). Run at temperature 60 celsius, time 18 hour. The reactants are C(C1=CC=CC=C1)OC[C@@H](CC=CC)OCC=O ({[(2R)-1-(benzyloxy)hex-4-en-2-yl]oxy}acetaldehyde), C(C)(=O)[O-].[Na+] (sodium acetate), Cl.NO (hydroxylamine hydrochloride). Reported procedure: To a mixture of {[(2R)-1-(benzyloxy)hex-4-en-2-yl]oxy}acetaldehyde (C14) (207 g, ≦0.63 mol) and sodium acetate (342 g, 4.17 mol) in aqueous ethanol (2:1 ethanol/water, 2.1 L) was added hydroxylamine hydrochloride (207 g, 2.98 mol). The reaction mixture was stirred at 60° C. for 18 hours, then concentrated in vacuo and extracted with ethyl acetate (2.0 L). The combined organic layers were dried over sodium sulfate, filtered, concentrated under reduced pressure and purified by chromatography on si... Product: C(C1=CC=CC=C1)OC[C@@H](CC=CC)OCC=NO (2-{[(2R)-1-(benzyloxy)hex-4-en-2-yl]oxy}-N-hydroxyethanimine). Reactants: C1CCOC1, CN, CSc1ncc2cc(-c3ccc(F)c(NC(=O)Nc4cncnc4C)c3)c(=O)n(C)c2n1. Product: CNc1ncc2cc(-c3ccc(F)c(NC(=O)Nc4cncnc4C)c3)c(=O)n(C)c2n1. RXN SMILES: [CH2:35]1[O:36][CH2:37][CH2:38][CH2:39]1.[CH3:33][NH2:34].[F:1][c:2]1[c:3]([NH:22][C:23](=[O:24])[NH:25][c:26]2[c:27]([CH3:32])[n:28][cH:29][n:30][cH:31]2)[cH:4][c:5](-[c:8]2[cH:9][c:10]3[c:11]([n:12][c:13]([S:16][CH3:17])[n:14][cH:15]3)[n:18]([CH3:21])[c:19]2=[O:20])[cH:6][cH:7]1>>[F:1][c:2]1[c:3]([NH:22][C:23](=[O:24])[NH:25][c:26]2[c:27]([CH3:32])[n:28][cH:29][n:30][cH:31]2)[cH:4][c:5](-[c:8]2[cH:9][c:10]3[c:11]([n:12][c:13]([NH:34][CH3:33])[n:14][cH:15]3)[n:18]([CH3:21])[c:19]2=[O:20])[cH:6][cH:7]1. Starting materials: C(C)C1=CC=C(C=C1)C1CC(CN(C1)C(=O)N1CCOCC1)C(=O)O (5-(4-Ethylphenyl)-1-(morpholin-4-ylcarbonyl)piperidine-3-carboxylic acid), FC1=CC=C(S1)C(N)=NO (5-fluoro-N′-hydroxythiophene-2-carboximidamide). The product is C(C)C1=CC=C(C=C1)C1CN(CC(C1)C1=NC(=NO1)C=1SC(=CC1)F)C(=O)N1CCOCC1 (4-({3-(4-Ethylphenyl)-5-[3-(5-fluorothiophen-2-yl)-1,2,4-oxadiazol-5-yl]piperidin-1-yl}carbonyl)-morpholine). Reaction SMILES: [CH2:1]([C:3]1[CH:8]=[CH:7][C:6]([CH:9]2[CH2:14][N:13]([C:15]([N:17]3[CH2:22][CH2:21][O:20][CH2:19][CH2:18]3)=[O:16])[CH2:12][CH:11]([C:23](O)=[O:24])[CH2:10]2)=[CH:5][CH:4]=1)[CH3:2].[F:26][C:27]1[S:31][C:30]([C:32](=[N:34]O)[NH2:33])=[CH:29][CH:28]=1>>[CH2:1]([C:3]1[CH:8]=[CH:7][C:6]([CH:9]2[CH2:10][CH:11]([C:23]3[O:24][N:34]=[C:32]([C:30]4[S:31][C:27]([F:26])=[CH:28][CH:29]=4)[N:33]=3)[CH2:12][N:13]([C:15]([N:17]3[CH2:18][CH2:19][O:20][CH2:21][CH2:22]3)=[O:16])[CH2:14]2)=[CH:5][CH:4]=1)[CH3:2]. Procedure: 69 mg (0.20 mmol) of 5-(4-ethylphenyl)-1-(morpholin-4-ylcarbonyl)piperidine-3-carboxylic acid (Example 38A) and 35 mg (0.22 mmol, 1.1 eq.) of 5-fluoro-N′-hydroxythiophene-2-carboximidamide were reacted according to the General Method 1. Yield: 51 mg (54% of theory) Starting materials: CC1C([C@H]2N(C1C(=O)OCOC(C(C)(C)C)=O)C(C2NC(C(NC(=O)N2C(C(N(CC2)CC)=O)=O)C2=CC=CC=C2)=O)=O)=O (Pivaloyloxymethyl 2-methyl-1-oxo-6-[2-phenyl-2-(4-ethyl-2,3dioxopiperazine-1-carboxamido)acetamido]carbapenam-3-carboxylate), C(Cl)Cl (methylene chloride), [BH4-].C(CCC)[N+](CCCC)(CCCC)CCCC (tetrabutylammonium borohydride). The solvent is C(Cl)(Cl)Cl (chloroform), C(C)(=O)OCC (ethyl acetate), C(C)(=O)OCC (ethyl acetate). The product is OC1C(C(N2[C@H]1C(C2=O)NC(C(NC(=O)N2C(C(N(CC2)CC)=O)=O)C2=CC=CC=C2)=O)C(=O)OCOC(C(C)(C)C)=O)C (pivaloyloxymethyl 1-hydroxy-2-methyl-6-[2-phenyl-2-(4-ethyl-2,3-dioxopiperazine-1-carboxamido)acetamido]carbapenam-3-carboxylate). The yield is 15.2%. As a reaction SMILES: [CH3:1][CH:2]1[CH:6]([C:7]([O:9][CH2:10][O:11][C:12](=[O:17])[C:13]([CH3:16])([CH3:15])[CH3:14])=[O:8])[N:5]2[C:18](=[O:43])[CH:19]([NH:20][C:21](=[O:42])[CH:22]([C:36]3[CH:41]=[CH:40][CH:39]=[CH:38][CH:37]=3)[NH:23][C:24]([N:26]3[CH2:31][CH2:30][N:29]([CH2:32][CH3:33])[C:28](=[O:34])[C:27]3=[O:35])=[O:25])[C@H:4]2[C:3]1=[O:44].C(Cl)Cl.[BH4-].C([N+](CCCC)(CCCC)CCCC)CCC>C(OCC)(=O)C.C(Cl)(Cl)Cl>[OH:44][CH:3]1[C@@H:4]2[CH:19]([NH:20][C:21](=[O:42])[CH:22]([C:36]3[CH:37]=[CH:38][CH:39]=[CH:40][CH:41]=3)[NH:23][C:24]([N:26]3[CH2:31][CH2:30][N:29]([CH2:32][CH3:33])[C:28](=[O:34])[C:27]3=[O:35])=[O:25])[C:18](=[O:43])[N:5]2[CH:6]([C:7]([O:9][CH2:10][O:11][C:12](=[O:17])[C:13]([CH3:16])([CH3:15])[CH3:14])=[O:8])[CH:2]1[CH3:1] |f:2.3|. Reported procedure: Pivaloyloxymethyl 2-methyl-1-oxo-6-[2-phenyl-2-(4-ethyl-2,3dioxopiperazine-1-carboxamido)acetamido]carbapenam-3-carboxylate (103 mg., 0.16 mmole) in 10 ml. of methylene chloride was reacted with tetrabutylammonium borohydride (11 mg., 0.04 mmole) at -78° C. After 15 minutes tlc (ethyl acetate) indicated reduction was complete. Isolation according to Example 3, except using 1:1 chloroform:ethyl acetate as eluant in the chromatography, afforded pivaloyloxymethyl 1-hydroxy-2-methyl-6-[2-phenyl-2-(4...